From a dataset of the Open Reaction Database (ORD), a public repository of structured organic reaction records. describe an organic reaction: reactants, conditions, products, and yield Reactants: COC(=O)c1cccc([N+](=O)[O-])c1O, NN, [Na+], C1CCOC1, [OH-], O. Yields the product NNC(=O)c1cccc([N+](=O)[O-])c1O. Reaction SMILES: [N+:4](=[O:5])([O-:6])[c:7]1[c:8]([OH:17])[c:9]([C:10](=[O:11])[O:12][CH3:13])[cH:14][cH:15][cH:16]1.[NH2:2][NH2:3].[Na+:19].[O:20]1[CH2:21][CH2:22][CH2:23][CH2:24]1.[OH-:18].[OH2:1]>>[NH:2]([NH2:3])[C:10]([c:9]1[c:8]([OH:17])[c:7]([N+:4](=[O:5])[O-:6])[cH:16][cH:15][cH:14]1)=[O:11].